Dataset: the Open Reaction Database (ORD), a public repository of structured organic reaction records. Task: describe an organic reaction: reactants, conditions, products, and yield Starting materials: cupric oxide, CO (methanol), OCC=1SC(=CC1C)I (2-hydroxymethyl-3-methyl-5-iodothiophene), [Na] (sodium). Run at temperature 80 celsius. Product: OCC=1SC(=CC1C)OC (2-hydroxymethyl-3-methyl-5-methoxythiophene). Reaction SMILES: [OH:1][CH2:2][C:3]1[S:4][C:5](I)=[CH:6][C:7]=1[CH3:8].[Na].[CH3:11][OH:12]>>[OH:1][CH2:2][C:3]1[S:4][C:5]([O:12][CH3:11])=[CH:6][C:7]=1[CH3:8] |^1:9|. Procedure: 10.0 G. (0.125 mol) of cupric oxide and 11.0 g. (0.0433 mol) of 2-hydroxymethyl-3-methyl-5-iodothiophene was added to a solution of 10.0 g. (0.435 mol) of sodium in 90 ml. of methanol. The resulting reaction mixture was heated to 80° C. for 18 hrs. with vigorous stirring. The cold solution was filtered, the filtrate poured into ice water and extracted with ether/hexane (ratio 4:1). The organic extracts were washed with 10% sodium thiosulfate solution and saturated sodium chloride solution, dried... Reactants: COC(CCC1=C(C=C(C=C1)OCCC=1N=C(SC1C)C1=CC=C(C=C1)C=1C=NC=CC1)C)=O (3-(2-Methyl-4-{2-[5-methyl-2-(4-pyridin-3-yl-phenyl)-thiazol-4-yl]-ethoxy}-phenyl)-propionic acid methyl ester), Cl (hydrochloric acid), [OH-].[Na+] (sodium hydroxide). Run in O1CCCC1 (tetrahydrofuran), C(C)(=O)OCC (ethyl acetate). Yields the product CC1=C(C=CC(=C1)OCCC=1N=C(SC1C)C1=CC=C(C=C1)C=1C=NC=CC1)CCC(=O)O (3-(2-Methyl-4-{2-[5-methyl-2-(4-pyridin-3-yl-phenyl)-thiazol-4-yl]-ethoxy}-phenyl)-propionic acid), C(C)(=O)OCC (ethyl acetate). Isolated yield 87.0%. RXN SMILES: C[O:2][C:3](=[O:34])[CH2:4][CH2:5][C:6]1[CH:11]=[CH:10][C:9]([O:12][CH2:13][CH2:14][C:15]2[N:16]=[C:17]([C:21]3[CH:26]=[CH:25][C:24]([C:27]4[CH:28]=[N:29][CH:30]=[CH:31][CH:32]=4)=[CH:23][CH:22]=3)[S:18][C:19]=2[CH3:20])=[CH:8][C:7]=1[CH3:33].[OH-:35].[Na+].Cl>O1CCCC1.C(OCC)(=O)C>[CH3:33][C:7]1[CH:8]=[C:9]([O:12][CH2:13][CH2:14][C:15]2[N:16]=[C:17]([C:21]3[CH:26]=[CH:25][C:24]([C:27]4[CH:28]=[N:29][CH:30]=[CH:31][CH:32]=4)=[CH:23][CH:22]=3)[S:18][C:19]=2[CH3:20])[CH:10]=[CH:11][C:6]=1[CH2:5][CH2:4][C:3]([OH:34])=[O:2].[C:9]([O:12][CH2:13][CH3:14])(=[O:35])[CH3:8] |f:1.2|. Reported procedure: 3-(2-Methyl-4-{2-[5-methyl-2-(4-pyridin-3-yl-phenyl)-thiazol-4-yl]-ethoxy}-phenyl)-propionic acid methyl ester (47 mg, 0.100 mmol) is dissolved in tetrahydrofuran (1 mL) and 5N sodium hydroxide (1 mL) solution is added at room temperature. The reaction is heated to reflux and monitored by HPLC. Upon complete conversion, the reaction is allowed to cool to room temperature and neutralized with 5N hydrochloric acid (1 mL), diluted with ethyl acetate, and extracted. The organic layer is washed with ... Starting materials: ClC=1N=[N+](C(=CC1)Cl)[O-] (3,6-dichloropyridazine 1-oxide), CC1=C(C(=CC=C1)C)O (2,6-dimethylphenol), O1CCOCC1 (1,4-dioxane), CC(C)([O-])C.[K+] (potassium tert-butoxide). Solvent: CS(=O)C (dimethylsulfoxide). Reaction conditions: time 10 minute. The product is ClC1=CC=C(N=[N+]1[O-])OC1=C(C=CC=C1C)C (6-chloro-3-(2,6-dimethylphenoxy)pyridazine 1-oxide). The yield is 63.2%. Reaction SMILES: [CH3:1][C:2]1[CH:7]=[CH:6][CH:5]=[C:4]([CH3:8])[C:3]=1[OH:9].O1CCOCC1.CC(C)([O-])C.[K+].Cl[C:23]1[N:24]=[N+:25]([O-:30])[C:26]([Cl:29])=[CH:27][CH:28]=1>CS(C)=O>[Cl:29][C:26]1[N+:25]([O-:30])=[N:24][C:23]([O:9][C:3]2[C:4]([CH3:8])=[CH:5][CH:6]=[CH:7][C:2]=2[CH3:1])=[CH:28][CH:27]=1 |f:2.3|. Procedure details: 268 mg (2.20 mmol) of 2,6-dimethylphenol, 1,4-dioxane (3 mL) and dimethylsulfoxide (3 mL) were mixed, 270 mg (2.41 mmol) of potassium tert-butoxide was added to the mixture in an ice bath, and the resulting mixture was stirred for 10 minutes. To the mixture was added 370 mg (2.24 mmol) of 3,6-dichloropyridazine 1-oxide, and the resulting mixture was stirred at room temperature for 10 hours and allowed to stand for 2 days. The reaction mixture was poured into ice-cold water, and extracted with et... Starting materials: C([O-])(O)=O.[Na+] (sodium bicarbonate), C(#N)C1=[N+](C=CC(=C1)C)[O-] (2-cyano-4-methylpyridine-N-oxide), DIBAL(H), Cl (HCl), O (water). Run in C(Cl)Cl (methylene chloride). Reaction conditions: temperature -78 celsius, time 2 hour. Product: CC1=CC(=NC=C1)C=O (4-methylpyridine-2-carboxaldehyde). Yield: 14.8%. Reaction SMILES: [C:1]([C:3]1[CH:8]=[C:7]([CH3:9])[CH:6]=[CH:5][N+:4]=1[O-])#N.Cl.O.C(=O)(O)[O-:14].[Na+]>C(Cl)Cl>[CH3:9][C:7]1[CH:6]=[CH:5][N:4]=[C:3]([CH:1]=[O:14])[CH:8]=1 |f:3.4|. Procedure details: To a solution of 2-cyano-4-methylpyridine-N-oxide (3.29 g, 0.0279 mol) in 164 mL of methylene chloride at -78° C. was added 27.6 mL of DIBAL(H) and the mixture was stirred at -78 ° C. for 2 h. To the above mixture was added 13 mL of HCl (conc.) and 52 mL of water, and the mixture was warmed to room temperature. To the aqueous layer was added sodium bicarbonate solution, the solution was extracted with ether, and the combined organic layer was concentrated in vacuo. The residue was purified by ch... Reactants: C=Cc1cncc(C#N)c1, [Cu]I, N#Cc1cccc(I)c1, CC(=O)[O-], CC(=O)[O-], [Pd+2], Cc1ccccc1P(c1ccccc1C)c1ccccc1C. The product is N#Cc1cccc(C=Cc2cncc(C#N)c2)c1. RXN SMILES: [CH:32](=[CH2:33])[c:34]1[cH:35][n:36][cH:37][c:38]([C:39]#[N:40])[cH:41]1.[Cu:51][I:52].[I:23][c:24]1[cH:25][c:26]([C:27]#[N:28])[cH:29][cH:30][cH:31]1.[O-:43][C:44]([CH3:45])=[O:46].[O-:47][C:48]([CH3:49])=[O:50].[Pd+2:42].[c:1]1([CH3:2])[cH:3][cH:4][cH:5][cH:6][c:7]1[P:8]([c:9]1[cH:10][cH:11][cH:12][cH:13][c:14]1[CH3:15])[c:16]1[cH:17][cH:18][cH:19][cH:20][c:21]1[CH3:22]>>[c:24]1([CH:33]=[CH:32][c:34]2[cH:35][n:36][cH:37][c:38]([C:39]#[N:40])[cH:41]2)[cH:25][c:26]([C:27]#[N:28])[cH:29][cH:30][cH:31]1. Starting materials: CS(=O)(=O)N(CC(=O)O)c1ccc(NC(=C2C(=O)Nc3ccc(NS(=O)(=O)c4ccccc4)cc32)c2ccccc2)cc1, O=C(n1ccnc1)n1ccnc1, N, CN(C)C=O, O. The product is CS(=O)(=O)N(CC(N)=O)c1ccc(NC(=C2C(=O)Nc3ccc(NS(=O)(=O)c4ccccc4)cc32)c2ccccc2)cc1. As a reaction SMILES: [C:1]([OH:2])(=[O:3])[CH2:4][N:5]([S:6](=[O:7])(=[O:8])[CH3:9])[c:10]1[cH:11][cH:12][c:13]([NH:16][C:17]([c:18]2[cH:19][cH:20][cH:21][cH:22][cH:23]2)=[C:24]2[C:25](=[O:43])[NH:26][c:27]3[cH:28][cH:29][c:30]([NH:33][S:34](=[O:35])(=[O:36])[c:37]4[cH:38][cH:39][cH:40][cH:41][cH:42]4)[cH:31][c:32]32)[cH:14][cH:15]1.[C:44]([n:45]1[cH:46][cH:47][n:48][cH:49]1)([n:50]1[cH:51][cH:52][n:53][cH:54]1)=[O:55].[NH3:56].[O:58]=[CH:59][N:60]([CH3:61])[CH3:62].[OH2:57]>>[C:1]([CH2:4][N:5]([S:6](=[O:7])(=[O:8])[CH3:9])[c:10]1[cH:11][cH:12][c:13]([NH:16][C:17]([c:18]2[cH:19][cH:20][cH:21][cH:22][cH:23]2)=[C:24]2[C:25](=[O:43])[NH:26][c:27]3[cH:28][cH:29][c:30]([NH:33][S:34](=[O:35])(=[O:36])[c:37]4[cH:38][cH:39][cH:40][cH:41][cH:42]4)[cH:31][c:32]32)[cH:14][cH:15]1)([NH2:56])=[O:57]. As a reaction SMILES: [CH3:34][CH2:35][OH:36].[ClH:33].[Li+:1].[O:3]=[C:4]1[NH:5][c:6]2[n:7][cH:8][cH:9][cH:10][c:11]2[C:12]12[CH2:13][c:14]1[cH:15][cH:16][c:17]([NH:21][c:22]3[cH:23][c:24]([C:28](=[O:29])[O:30][CH2:31][CH3:32])[n:25][cH:26][n:27]3)[cH:18][c:19]1[CH2:20]2.[OH-:2]>>[ClH:33].[O:3]=[C:4]1[NH:5][c:6]2[n:7][cH:8][cH:9][cH:10][c:11]2[C:12]12[CH2:13][c:14]1[cH:15][cH:16][c:17]([NH:21][c:22]3[cH:23][c:24]([C:28](=[O:29])[OH:30])[n:25][cH:26][n:27]3)[cH:18][c:19]1[CH2:20]2. The product is Cl, O=C(O)c1cc(Nc2ccc3c(c2)CC2(C3)C(=O)Nc3ncccc32)ncn1. Reactants: CCO, Cl, [Li+], CCOC(=O)c1cc(Nc2ccc3c(c2)CC2(C3)C(=O)Nc3ncccc32)ncn1, [OH-]. Reactants: [N+](=O)([O-])C1=CC=C(C=C1)C(F)(F)F (p-nitrobenzotrifluoride), [H][H] (hydrogen), [H][H] (hydrogen), [H][H] (hydrogen). The reagents and catalysts are [Pt]=O (platinum oxide). The solvent is C(C)O (ethanol). Yields the product 127, NC1=CC=C(C=C1)C(F)(F)F (p-aminobenzotrifluoride). Yield: 94.0%. RXN SMILES: [N+:1]([C:4]1[CH:9]=[CH:8][C:7]([C:10]([F:13])([F:12])[F:11])=[CH:6][CH:5]=1)([O-])=O.[H][H]>C(O)C.[Pt]=O>[NH2:1][C:4]1[CH:9]=[CH:8][C:7]([C:10]([F:11])([F:12])[F:13])=[CH:6][CH:5]=1. Procedure details: 160 Parts of p-nitrobenzotrifluoride is dissolved in 500 parts of ethanol and 1 part platinum oxide catalyst is added. The mixture is placed in a pressure vessel and hydrogen is added at a temperature of 30° C and a pressure of 13.6 atmospheres. The hydrogen pressure is increased to 34 atmospheres during the course of the reaction, which continues until the hydrogen uptake ceases. The excess hydrogen is removed from the reaction vessel under reduced pressure and the catalyst is removed from the ... Reactants: CS(=O)(=O)Cl (methanesulfonyl chloride), CC=1C(NC(N([C@H]2[C@H](O)[C@H](O)[C@@H](CO)O2)C1)=O)=O (5-methyluridine), ice water. The solvent is N1=CC=CC=C1 (pyridine). Conditions: temperature 0 celsius, time 5 hour. Product: CS(=O)(=O)[C@@]1([C@@H](O[C@@H]([C@]1(O)S(=O)(=O)C)C(O)S(=O)(=O)C)N1C(=O)NC(=O)C(=C1)C)O (2',3',5'-Tris(methanesulfonyl)-5-methyluridine). As a reaction SMILES: [CH3:1][C:2]1[C:3](=[O:18])[NH:4][C:5](=[O:17])[N:6]([CH:16]=1)[C@@H:7]1[O:15][C@H:12]([CH2:13][OH:14])[C@@H:10]([OH:11])[C@H:8]1[OH:9].[CH3:19][S:20](Cl)(=[O:22])=[O:21]>N1C=CC=CC=1>[CH3:19][S:20]([C@@:8]1([OH:9])[C@:10]([S:20]([CH3:19])(=[O:22])=[O:21])([OH:11])[C@@H:12]([CH:13]([S:20]([CH3:19])(=[O:22])=[O:21])[OH:14])[O:15][C@H:7]1[N:6]1[CH:16]=[C:2]([CH3:1])[C:3](=[O:18])[NH:4][C:5]1=[O:17])(=[O:22])=[O:21]. Procedure details: To a stirred mixture of 5-methyluridine (12.8 g, 50 mmol) in pyridine (75 mL) at 0° C. was added methanesulfonyl chloride (17.4 mL, 225 mmol). The reaction mixture was stirred at 0° C. for five hours then poured into ice-water (500 mL) with stirring. Trimethanesulfonyl-5-methyluridine (2) precipitated and the mixture was stirred for 5 min. The solid product was collected by filtration and washed with water (3×200 mL) and dried. Yield, 21.6 g, 89%. Starting materials: C([O-])([O-])=O.[Na+].[Na+] (sodium carbonate), N(=C=S)C1=C(C=C(C=C1C)C)C (2-isothiocyanato-1,3,5-trimethylbenzene), FC1=CC(=C(NC)C(=C1)[N+](=O)[O-])[N+](=O)[O-] (4-fluoro-N-methyl-2,6-dinitroaniline), C1=CCCCC1 (cyclohexene). Product: NC=1C(=C(C=C(C1)F)NC(=S)NC1=C(C=C(C=C1C)C)C)NC (1-[3-Amino-5-fluoro-2-(methylamino)phenyl]-3-mesitylthiourea). The yield is 32.4%. Procedure details: In 75 mL of ethanol was mixed 1.30 g (6.04 mmol) of 4-fluoro-N-methyl-2,6-dinitroaniline, 3.7 mL (36 mmol) of cyclohexene and 5.1 g (2.4 mmol, 40 mol %) of 10% palladium on carbon (50% water, Degussa type). The mixture was refluxed for 2.5 h and filtered into a flask containing 0.77 g (7.3 mmol) of sodium carbonate and 1.07 g (6.04 mmol) of 2-isothiocyanato-1,3,5-trimethylbenzene. The resulting slurry was refluxed for 4 h, concentrated and slurried in dichloromethane. The slurry was filtered, co... The reagents and catalysts are [Pd] (palladium on carbon). RXN SMILES: [F:1][C:2]1[CH:9]=[C:8]([N+:10]([O-])=O)[C:5]([NH:6][CH3:7])=[C:4]([N+:13]([O-])=O)[CH:3]=1.C1CCCCC=1.C(=O)([O-])[O-].[Na+].[Na+].[N:28]([C:31]1[C:36]([CH3:37])=[CH:35][C:34]([CH3:38])=[CH:33][C:32]=1[CH3:39])=[C:29]=[S:30]>C(O)C.[Pd]>[NH2:10][C:8]1[C:5]([NH:6][CH3:7])=[C:4]([NH:13][C:29]([NH:28][C:31]2[C:32]([CH3:39])=[CH:33][C:34]([CH3:38])=[CH:35][C:36]=2[CH3:37])=[S:30])[CH:3]=[C:2]([F:1])[CH:9]=1 |f:2.3.4|. The solvent is C(C)O (ethanol).